Dataset: the Open Reaction Database (ORD), a public repository of structured organic reaction records. Task: describe an organic reaction: reactants, conditions, products, and yield RXN SMILES: [CH2:1]([CH3:2])[O:3][C:4]([CH2:5][S:6][c:7]1[cH:8][n:9][c:10]([NH:12][C:13](=[O:14])[N:15]([c:16]2[c:17]([Cl:23])[c:18]([Cl:22])[cH:19][cH:20][cH:21]2)[CH2:24][CH:25]2[CH2:26][CH2:27][CH2:28][CH2:29]2)[s:11]1)=[O:30].[CH2:75]([O:76][C:77](=[O:78])[CH2:79][S:80][c:81]1[s:82][c:83]([NH2:84])[n:85][cH:86]1)[CH3:87].[CH:31]1([CH2:32][N:33]([c:34]2[cH:35][cH:36][c:37]([S:38]([CH3:39])(=[O:40])=[O:41])[cH:42][cH:43]2)[C:44](=[O:45])[NH:46][c:47]2[s:48][cH:49][c:50]([CH2:51][C:52]([OH:53])=[O:54])[n:55]2)[CH2:56][CH2:57][CH2:58][CH2:59]1.[CH:60]1([CH2:61][NH:62][c:63]2[cH:64][cH:65][cH:66][c:67]([Cl:68])[c:69]2[Cl:70])[CH2:71][CH2:72][CH2:73][CH2:74]1>>[O:3]=[C:4]([CH2:5][S:6][c:7]1[cH:8][n:9][c:10]([NH:12][C:13](=[O:14])[N:15]([c:16]2[c:17]([Cl:23])[c:18]([Cl:22])[cH:19][cH:20][cH:21]2)[CH2:24][CH:25]2[CH2:26][CH2:27][CH2:28][CH2:29]2)[s:11]1)[OH:30]. Reactants: CCOC(=O)CSc1cnc(NC(=O)N(CC2CCCC2)c2cccc(Cl)c2Cl)s1, CCOC(=O)CSc1cnc(N)s1, CS(=O)(=O)c1ccc(N(CC2CCCC2)C(=O)Nc2nc(CC(=O)O)cs2)cc1, Clc1cccc(NCC2CCCC2)c1Cl. Yields the product O=C(O)CSc1cnc(NC(=O)N(CC2CCCC2)c2cccc(Cl)c2Cl)s1. Starting materials: C[C@@H]1N(C[C@H](NC1)C)C(C1=C(C=CC(=C1)O[Si](C)(C)C(C)(C)C)F)C1=CC=C(C(=O)N(CC)CC)C=C1 ((±)-4-(α-(trans-2,5-dimethyl-1-piperazinyl)-5-(tert-butyldimethylsilyloxy)-2-fluorobenzyl)-N,N-diethylbenzamide), C(C=C)Br (allyl bromide), C([O-])([O-])=O.[Na+].[Na+] (sodium carbonate). Product: C(C=C)N1C[C@@H](N(C[C@H]1C)C(C1=C(C=CC(=C1)O[Si](C)(C)C(C)(C)C)F)C1=CC=C(C(=O)N(CC)CC)C=C1)C ((±)-4-(α-(trans-4-allyl-2,5-dimethyl-1-piperazinyl)-5-(tert-butyldimethylsilyloxy)-2-fluorobenzyl)-N,N-diethylbenzamide). Yield: 78.0%. As a reaction SMILES: [CH3:1][C@H:2]1[CH2:7][NH:6][C@H:5]([CH3:8])[CH2:4][N:3]1[CH:9]([C:25]1[CH:37]=[CH:36][C:28]([C:29]([N:31]([CH2:34][CH3:35])[CH2:32][CH3:33])=[O:30])=[CH:27][CH:26]=1)[C:10]1[CH:15]=[C:14]([O:16][Si:17]([C:20]([CH3:23])([CH3:22])[CH3:21])([CH3:19])[CH3:18])[CH:13]=[CH:12][C:11]=1[F:24].[CH2:38](Br)[CH:39]=[CH2:40].C(=O)([O-])[O-].[Na+].[Na+]>>[CH2:40]([N:6]1[C@H:5]([CH3:8])[CH2:4][N:3]([CH:9]([C:25]2[CH:37]=[CH:36][C:28]([C:29]([N:31]([CH2:34][CH3:35])[CH2:32][CH3:33])=[O:30])=[CH:27][CH:26]=2)[C:10]2[CH:15]=[C:14]([O:16][Si:17]([C:20]([CH3:23])([CH3:22])[CH3:21])([CH3:19])[CH3:18])[CH:13]=[CH:12][C:11]=2[F:24])[C@@H:2]([CH3:1])[CH2:7]1)[CH:39]=[CH2:38] |f:2.3.4|. Procedure details: The benzhydrylpiperazine from above (0.44 g, 0.83 mmol) was treated with allyl bromide (0.074 mL, 0.85 mmol) and anhydrous sodium carbonate (0.44 g, 4.2 mmol) as in Example 1. The product was purified by preparative thin layer chromatography (silica gel with dichloromethane:methanol:ammonium hydroxide/90:10:1) to give 0.37 g (78%) of (±)-4-(α-(trans-4-allyl-2,5-dimethyl-1-piperazinyl)-5-(tert-butyldimethylsilyloxy)-2-fluorobenzyl)-N,N-diethylbenzamide as a yellow oil. Reaction with tetraethylamm... Reactants: COC1=CC=C(C=C1)C(N1N=C(C2=C1C1=CC=C(C=C1C2)CN2CCN(CC2)C)C2=CC=C(S2)CN)C2=CC=C(C=C2)OC ((5-{1-[bis(4-methoxyphenyl)methyl]-6-[(4-methyl-1-piperazinyl)methyl]-1,4-dihydroindeno[1,2-c]pyrazol-3-yl}-2-thienyl)methylamine), C(=S)(N1C=NC=C1)N1C=NC=C1 (1,1′-thiocarbonyldiimidazole), NC=1C=C(C=CC1N)C (3,4-diaminotoluene). Run in C(C)#N (acetonitrile), N1=CC=CC=C1 (pyridine), C(C)#N (acetonitrile), N1=CC=CC=C1 (pyridine). Conditions: time 2.5 hour. Yields the product NC1=C(C=C(C=C1)C)NC(=S)NCC=1SC(=CC1)C=1C2=C(N(N1)C(C1=CC=C(C=C1)OC)C1=CC=C(C=C1)OC)C1=CC=C(C=C1C2)CN2CCN(CC2)C (N-(2-amino-5-methylphenyl)-N′-[(5-{1-[bis(4-methoxyphenyl)methyl]-6-[(4-methylpiperazin-1-yl)methyl]-1,4-dihydroindeno[1,2-c]pyrazol-3-yl}thien-2-yl)methyl]thiourea). Reaction SMILES: [C:1]([N:8]1[CH:12]=[CH:11][N:10]=C1)([N:3]1[CH:7]=[CH:6]N=C1)=[S:2].[CH3:13][O:14][C:15]1[CH:20]=[CH:19][C:18]([CH:21]([C:49]2[CH:54]=[CH:53][C:52]([O:55][CH3:56])=[CH:51][CH:50]=2)[N:22]2[C:26]3[C:27]4[C:32]([CH2:33][C:25]=3[C:24]([C:42]3[S:46]C(CN)=[CH:44][CH:43]=3)=[N:23]2)=[CH:31][C:30]([CH2:34][N:35]2[CH2:40][CH2:39][N:38]([CH3:41])[CH2:37][CH2:36]2)=[CH:29][CH:28]=4)=[CH:17][CH:16]=1.N[C:58]1[CH:59]=[C:60]([CH3:65])[CH:61]=CC=1N>C(#N)C.N1C=CC=CC=1>[NH2:10][C:11]1[CH:58]=[CH:59][C:60]([CH3:65])=[CH:61][C:12]=1[NH:8][C:1]([NH:3][CH2:7][C:6]1[S:46][C:42]([C:24]2[C:25]3[CH2:33][C:32]4[C:27](=[CH:28][CH:29]=[C:30]([CH2:34][N:35]5[CH2:40][CH2:39][N:38]([CH3:41])[CH2:37][CH2:36]5)[CH:31]=4)[C:26]=3[N:22]([CH:21]([C:18]3[CH:19]=[CH:20][C:15]([O:14][CH3:13])=[CH:16][CH:17]=3)[C:49]3[CH:50]=[CH:51][C:52]([O:55][CH3:56])=[CH:53][CH:54]=3)[N:23]=2)=[CH:43][CH:44]=1)=[S:2]. Procedure: A solution of 1,1′-thiocarbonyldiimidazole (26 mg, 0.13 mmol) in acetonitrile (1 mL) and pyridine (1 mL) was cooled to about −20 C and a solution of Example 395 (60 mg, 0.09 mmol) in acetonitrile (1 mL) and pyridine (1 mL) was added dropwise. The reaction mixture was stirred for about 2.5 hours while being allowed to warm to room temperature, then 3,4-diaminotoluene (25 mg, 0.2 mmol) was added and the solution was stirred at about 35 C for about 2 days. The mixture was evaporated to dryness and ... Reactants: OC1=CC(=CC2=C1OC(C(N2)=O)C)C=O (8-Hydroxy-2-methyl-3-oxo-3,4-dihydro-2H-benzo[b][1,4]oxazine-6-carbaldehyde), C(C)NC(C1=CC=C(C=C1)N1CCNCC1)=O (N-Ethyl-4-(piperazin-1-yl)benzamide). The product is C(C)NC(C1=CC=C(C=C1)N1CCN(CC1)CC1=CC2=C(OC(C(N2)=O)C)C(=C1)O)=O (N-Ethyl-4-(4-((8-hydroxy-2-methyl-3-oxo-3,4-dihydro-2H-benzo[b][1,4]oxazin-6-yl)methyl)piperazin-1-yl)benzamide). Reaction SMILES: [OH:1][C:2]1[C:7]2[O:8][CH:9]([CH3:13])[C:10](=[O:12])[NH:11][C:6]=2[CH:5]=[C:4]([CH:14]=O)[CH:3]=1.[CH2:16]([NH:18][C:19](=[O:32])[C:20]1[CH:25]=[CH:24][C:23]([N:26]2[CH2:31][CH2:30][NH:29][CH2:28][CH2:27]2)=[CH:22][CH:21]=1)[CH3:17]>>[CH2:16]([NH:18][C:19](=[O:32])[C:20]1[CH:21]=[CH:22][C:23]([N:26]2[CH2:27][CH2:28][N:29]([CH2:14][C:4]3[CH:3]=[C:2]([OH:1])[C:7]4[O:8][CH:9]([CH3:13])[C:10](=[O:12])[NH:11][C:6]=4[CH:5]=3)[CH2:30][CH2:31]2)=[CH:24][CH:25]=1)[CH3:17]. Procedure: Using 359A and N-ethyl-4-(piperazin-1-yl)benzamide 283 in the general procedure for reductive aminations, the title compound was obtained as an off-white solid: 1H NMR (400 MHz, DMSO-d6) δ ppm 1.03 (t, J=7.07 Hz, 3H) 1.37 (d, J=6.82 Hz, 3H) 2.90-3.13 (m, 4H) 3.13-3.24 (m, 2H) 3.33 (br. s., 2H) 3.92 (d, J=12.63 Hz, 2H) 4.16 (br. s., 2H) 4.57 (q, J=6.65 Hz, 1H) 6.43 (d, J=1.77 Hz, 1H) 6.57 (d, J=1.52 Hz, 1H) 6.94 (d, J=8.84 Hz, 2H) 7.70 (d, J=8.84 Hz, 2H) 8.18 (t, J=5.43 Hz, 1H) 9.66 (d, J=9.35 Hz... Starting materials: [Zn](C)C (Me2Zn), C(C1=CC=CC=C1)OC(=O)N1CC(CCC1)C=O (3-formyl-piperidine-1-carboxylic acid benzyl ester). The reagents and catalysts are CC([O-])C.CC([O-])C.CC([O-])C.CC([O-])C.[Ti+4] (titanium tetraisopropoxide). Run in CCOCC (Et2O), C(C)OCC (ethyl ether). Run at temperature -78 celsius, time 1 hour. Product: C(C1=CC=CC=C1)OC(=O)N1C[C@@H](CCC1)[C@@H](C)O ((R,R)-3-(1-Hydroxyethyl)-piperidine-1-carboxylic acid benzyl ester). Isolated yield 52.0%. Reaction SMILES: [Zn](C)[CH3:2].[CH2:4]([O:11][C:12]([N:14]1[CH2:19][CH2:18][CH2:17][CH:16]([CH:20]=[O:21])[CH2:15]1)=[O:13])[C:5]1[CH:10]=[CH:9][CH:8]=[CH:7][CH:6]=1>CCOCC.CC(C)[O-].CC(C)[O-].CC(C)[O-].CC(C)[O-].[Ti+4]>[CH2:4]([O:11][C:12]([N:14]1[CH2:19][CH2:18][CH2:17][C@@H:16]([C@H:20]([OH:21])[CH3:2])[CH2:15]1)=[O:13])[C:5]1[CH:10]=[CH:9][CH:8]=[CH:7][CH:6]=1 |f:3.4.5.6.7|. Reported procedure: Using Schlenck glassware and air-free conditions, anhydrous ethyl ether freshly distilled from sodium/benzophenone (2.43 mL) was added to catalyst 14 prepared according to Example 15, protocol 1. Freshly distilled titanium tetraisopropoxide (0.430 mL, 1.46 mmol) was added, and the reaction was cooled to −78° C. Commercial Me2Zn (1.21 mL, 2 M in toluene) was added, and the reaction was stirred at −78° C. for 1 hour. Aldehyde 9 (0.300 g, 1.21 mmol) in Et2O (0.3 mL) was added, and the reaction was ... Starting materials: CC(=O)O[BH-](OC(C)=O)OC(C)=O, O=C([O-])[O-], CCOC(=O)N1c2cc(OC)c(OC)cc2C(N)CC1C, CC(=O)O, CC(Cl)Cl, O=Cc1cc(C(F)(F)F)cc(C(F)(F)F)c1, [K+], [K+], [Na+], O. Product: CCOC(=O)N1c2cc(OC)c(OC)cc2C(NCc2cc(C(F)(F)F)cc(C(F)(F)F)c2)CC1C. Reaction SMILES: [C:42]([O:43][BH-:44]([O:45][C:46](=[O:47])[CH3:48])[O:49][C:50](=[O:51])[CH3:52])(=[O:53])[CH3:54].[C:56](=[O:57])([O-:58])[O-:59].[CH2:1]([CH3:2])[O:3][C:4](=[O:5])[N:6]1[CH:7]([CH3:21])[CH2:8][CH:9]([NH2:20])[c:10]2[cH:11][c:12]([O:18][CH3:19])[c:13]([O:16][CH3:17])[cH:14][c:15]21.[CH3:22][C:23](=[O:24])[OH:25].[Cl:62][CH:63]([Cl:64])[CH3:65].[F:26][C:27]([c:28]1[cH:29][c:30]([CH:31]=[O:32])[cH:33][c:34]([C:36]([F:37])([F:38])[F:39])[cH:35]1)([F:40])[F:41].[K+:60].[K+:61].[Na+:55].[OH2:66]>>[CH2:1]([CH3:2])[O:3][C:4](=[O:5])[N:6]1[CH:7]([CH3:21])[CH2:8][CH:9]([NH:20][CH2:31][c:30]2[cH:29][c:28]([C:27]([F:26])([F:40])[F:41])[cH:35][c:34]([C:36]([F:37])([F:38])[F:39])[cH:33]2)[c:10]2[cH:11][c:12]([O:18][CH3:19])[c:13]([O:16][CH3:17])[cH:14][c:15]21. Reactants: ClC=1C(=NC(=NC1S(=O)C)N)C=1OC=CC1 (5-chloro-4-furan-2-yl-6-methanesulfinyl-pyrimidin-2-yl-amine), M{35Cl} H+, C(CC1=CC=CC=C1)N (phenethylamine), M{37Cl} H+. The solvent is O1CCOCC1 (dioxane). Yields the product ClC=1C(=NC(=NC1C=1OC=CC1)N)NCCC1=CC=CC=C1 (5-Chloro-6-furan-2-yl-N4-phenethyl-pyrimidine-2,4-diamine). Reaction SMILES: [Cl:1][C:2]1[C:3]([C:12]2[O:13][CH:14]=[CH:15][CH:16]=2)=[N:4][C:5]([NH2:11])=[N:6][C:7]=1S(C)=O.[CH2:17]([NH2:25])[CH2:18][C:19]1[CH:24]=[CH:23][CH:22]=[CH:21][CH:20]=1>O1CCOCC1>[Cl:1][C:2]1[C:7]([NH:25][CH2:17][CH2:18][C:19]2[CH:24]=[CH:23][CH:22]=[CH:21][CH:20]=2)=[N:6][C:5]([NH2:11])=[N:4][C:3]=1[C:12]1[O:13][CH:14]=[CH:15][CH:16]=1. Procedure details: From 5-chloro-4-furan-2-yl-6-methanesulfinyl-pyrimidin-2-yl-amine and phenethylamine in dioxane. ES-MS m/e (%): 317 (M{37Cl}+H+, 30), 315 (M{35Cl}+H+, 100). The reactants are FC(C=1C=C(C=C(C1)C(F)(F)F)[C@@H]1C[C@@H](N(C(O1)=O)CC1=NC(=CC=C1C1=C(C=C(C(=C1)C(C)C)F)OC)Cl)C)(F)F ((4S,6S)-6-[3,5-bis(trifluoromethyl)phenyl]-3-{[6-chloro-3-(4-fluoro-5-isopropyl-2-methoxyphenyl)pyridin-2-yl]methyl}-4-methyl-1,3-oxazinan-2-one), C(=C)(C)B(O)O (isopropenyl boronic acid), 1,1-bis(ditbutylphosphino)ferrocene palladium dichloride. Solvent: C([O-])([O-])=O.[K+].[K+].C1CCOC1 (potassium carbonate THF). Yields the product FC(C=1C=C(C=C(C1)C(F)(F)F)[C@@H]1C[C@@H](N(C(O1)=O)CC1=NC(=CC=C1C1=C(C=C(C(=C1)C(C)C)F)OC)C(=C)C)C)(F)F ((4S,6S)-6-[3,5-bis(trifluoromethyl)phenyl]-3-{[3-(4-fluoro-5-isopropyl-2-methoxyphenyl)-6-isopropenylpyridin-2-yl]methyl}-4-methyl-1,3-oxazinan-2-one). As a reaction SMILES: [F:1][C:2]([F:42])([F:41])[C:3]1[CH:4]=[C:5]([C@H:13]2[O:18][C:17](=[O:19])[N:16]([CH2:20][C:21]3[C:26]([C:27]4[CH:32]=[C:31]([CH:33]([CH3:35])[CH3:34])[C:30]([F:36])=[CH:29][C:28]=4[O:37][CH3:38])=[CH:25][CH:24]=[C:23](Cl)[N:22]=3)[C@@H:15]([CH3:40])[CH2:14]2)[CH:6]=[C:7]([C:9]([F:12])([F:11])[F:10])[CH:8]=1.[C:43](B(O)O)([CH3:45])=[CH2:44]>C(=O)([O-])[O-].[K+].[K+].C1COCC1>[F:1][C:2]([F:42])([F:41])[C:3]1[CH:4]=[C:5]([C@H:13]2[O:18][C:17](=[O:19])[N:16]([CH2:20][C:21]3[C:26]([C:27]4[CH:32]=[C:31]([CH:33]([CH3:35])[CH3:34])[C:30]([F:36])=[CH:29][C:28]=4[O:37][CH3:38])=[CH:25][CH:24]=[C:23]([C:43]([CH3:45])=[CH2:44])[N:22]=3)[C@@H:15]([CH3:40])[CH2:14]2)[CH:6]=[C:7]([C:9]([F:12])([F:11])[F:10])[CH:8]=1 |f:2.3.4.5|. Reported procedure: A mixture of (4S,6S)-6-[3,5-bis(trifluoromethyl)phenyl]-3-{[6-chloro-3-(4-fluoro-5-isopropyl-2-methoxyphenyl)pyridin-2-yl]methyl)}-4-methyl-1,3-oxazinan-2-one (Example 4, 16 mg, 0.026 mmol), isopropenyl boronic acid (22 mg, 0.26 mmol) and 1,1-bis(ditbutylphosphino)ferrocene palladium dichloride (2 mg, 0.0026 mmol) in aqueous potassium carbonate/THF (1 mL, 1 mL) was heated at reflux for 2.5 h under N2. After cooling to room temperature, the aqueous phase was separated and extracted with EtOAc (3×... Starting materials: CCCCCCC (heptane), O (Water), OC1=CC=C(C=N1)NC(C1=CC=C(C=C1)OC)=O (N-(6-hydroxy-pyridin-3-yl)-4-methoxy-benzamide), N-methyl-N-N-phenylcarbamoyl chloride, N12CCN(CC1)CC2 (1,4-diazabicyclo[2,2,2]octane). The solvent is CN(C=O)C (dimethylformamide). The product is COC1=CC=C(C(=O)NC=2C=CC(=NC2)OC(N(C2=CC=CC=C2)C)=O)C=C1 (Methyl-phenyl-carbamic acid 5-(4-methoxy-benzoylamino)-pyridin-2-yl ester). Isolated yield 57.0%. RXN SMILES: [OH:1][C:2]1[N:7]=[CH:6][C:5]([NH:8][C:9](=[O:18])[C:10]2[CH:15]=[CH:14][C:13]([O:16][CH3:17])=[CH:12][CH:11]=2)=[CH:4][CH:3]=1.N12C[CH2:25][N:22]([CH2:23][CH2:24]1)[CH2:21]C2.[OH2:27].[CH3:28][CH2:29][CH2:30][CH2:31]CCC>CN(C)C=O>[CH3:17][O:16][C:13]1[CH:14]=[CH:15][C:10]([C:9]([NH:8][C:5]2[CH:4]=[CH:3][C:2]([O:1][C:25](=[O:27])[N:22]([CH3:21])[C:23]3[CH:24]=[CH:31][CH:30]=[CH:29][CH:28]=3)=[N:7][CH:6]=2)=[O:18])=[CH:11][CH:12]=1. Reported procedure: A solution of N-(6-hydroxy-pyridin-3-yl)-4-methoxy-benzamide (1.22 g, 5.00 mmol), N-methyl-N-N-phenylcarbamoyl chloride (0.85 g, 5.00 mmol) and 1,4-diazabicyclo[2,2,2]octane (0.56 g, 5.00 mmol) in dimethylformamide (20 mL) was stirred at room temperature for 2 hours. Water (100 mL) was added. The solids were isolated by suction and washed with water. Crystallisation from ethyl acetate:heptane yielded the title compound (1.08 g, 57% yield).